Dataset: the Open Reaction Database (ORD), a public repository of structured organic reaction records. Task: describe an organic reaction: reactants, conditions, products, and yield Reactants: CC(C)(C)c1cccc(C(C)(C)C)n1, CCOC(C)=O, ClCCl, O=S(=O)(OS(=O)(=O)C(F)(F)F)C(F)(F)F, [K+], C[N+](=O)[O-], COC(=O)CCO, CN(C1CCC(O)CC1)S(=O)(=O)c1ccc(C(F)(F)F)cc1, O=S(=O)([O-])O. The product is COC(=O)CCOC1CCC(N(C)S(=O)(=O)c2ccc(C(F)(F)F)cc2)CC1. Reaction SMILES: [C:8]([c:9]1[cH:10][cH:11][cH:12][c:13]([C:14]([CH3:15])([CH3:16])[CH3:17])[n:18]1)([CH3:19])([CH3:20])[CH3:21].[CH3:66][CH2:67][O:68][C:69]([CH3:70])=[O:71].[Cl:59][CH2:60][Cl:61].[F:22][C:23]([F:24])([F:25])[S:26]([O:27][S:28]([C:29]([F:30])([F:31])[F:32])(=[O:33])=[O:34])(=[O:35])=[O:36].[K+:77].[N+:62]([CH3:63])([O-:64])=[O:65].[OH:1][CH2:2][CH2:3][C:4](=[O:5])[O:6][CH3:7].[OH:37][CH:38]1[CH2:39][CH2:40][CH:41]([N:44]([S:45](=[O:46])(=[O:47])[c:48]2[cH:49][cH:50][c:51]([C:54]([F:55])([F:56])[F:57])[cH:52][cH:53]2)[CH3:58])[CH2:42][CH2:43]1.[S:72](=[O:73])(=[O:74])([OH:75])[O-:76]>>[O:1]([CH2:2][CH2:3][C:4](=[O:5])[O:6][CH3:7])[CH:38]1[CH2:39][CH2:40][CH:41]([N:44]([S:45](=[O:46])(=[O:47])[c:48]2[cH:49][cH:50][c:51]([C:54]([F:55])([F:56])[F:57])[cH:52][cH:53]2)[CH3:58])[CH2:42][CH2:43]1. Starting materials: CN(C)CCCOCc1cc(Br)ccc1F, CC(Cl)Cl. The product is CNCCCOCc1cc(Br)ccc1F. As a reaction SMILES: [CH3:1][N:2]([CH3:3])[CH2:4][CH2:5][CH2:6][O:7][CH2:8][c:9]1[c:10]([F:16])[cH:11][cH:12][c:13]([Br:15])[cH:14]1.[Cl:17][CH:18]([Cl:19])[CH3:20]>>[CH3:1][NH:2][CH2:4][CH2:5][CH2:6][O:7][CH2:8][c:9]1[c:10]([F:16])[cH:11][cH:12][c:13]([Br:15])[cH:14]1. Starting materials: [H-].[Na+] (NaH), C(C)(C)(C)OC(=O)N1CCC(CC1)O (4-hydroxypiperidine-1-carboxylic acid t-butyl ester), BrCC1CC1 (bromomethylcyclopropane). Solvent: CN(C)C=O (DMF). Conditions: time 1 hour. The product is C(C)(C)(C)OC(=O)N1CCC(CC1)OCC1CC1 (4-Cyclopropylmethoxypiperidine-1-carboxylic acid t-butyl ester). Isolated yield 53.4%. Reaction SMILES: [C:1]([O:5][C:6]([N:8]1[CH2:13][CH2:12][CH:11]([OH:14])[CH2:10][CH2:9]1)=[O:7])([CH3:4])([CH3:3])[CH3:2].[H-].[Na+].Br[CH2:18][CH:19]1[CH2:21][CH2:20]1>CN(C=O)C>[C:1]([O:5][C:6]([N:8]1[CH2:13][CH2:12][CH:11]([O:14][CH2:18][CH:19]2[CH2:21][CH2:20]2)[CH2:10][CH2:9]1)=[O:7])([CH3:4])([CH3:2])[CH3:3] |f:1.2|. Reported procedure: A reaction flask was charged with 4-hydroxypiperidine-1-carboxylic acid t-butyl ester (10.05 g, 49.9 mmol) in dry DMF (50 mL) under Argon. NaH (60% in oil, 2.0 g, 50.0 mmol) was added in portions and the mixture was stirred at 50° for 1 h. The mixture was cooled to rt and bromomethylcyclopropane (6.752 g, 50.0 mmol) was added followed by stirring at rt for 20 h under Argon. The reaction mixture was quenched with water and the product extracted into EtOAc. The combined organic phases were dried o... The reactants are ClC1=NC=CC(=C1)C(C)=O (1-(2-chloro-4-pyridyl)ethanone), C1(=CC=C(C=C1)S(=O)(=O)O)C (p-toluenesulfonic acid), C(CO)O (ethylene glycol). Solvent: C1(=CC=CC=C1)C (toluene). Yields the product ClC1=NC=CC(=C1)C1COCCO1 (1-(2-chloro-4-pyridyl)-1-ethylenedioxyethane). RXN SMILES: [Cl:1][C:2]1[CH:7]=[C:6]([C:8](=[O:10])[CH3:9])[CH:5]=[CH:4][N:3]=1.C1(C)C=CC(S(O)(=O)=O)=CC=1.[CH2:22](O)[CH2:23][OH:24]>C1(C)C=CC=CC=1>[Cl:1][C:2]1[CH:7]=[C:6]([CH:8]2[O:10][CH2:22][CH2:23][O:24][CH2:9]2)[CH:5]=[CH:4][N:3]=1. Reported procedure: A mixture of 21.3 g. (0.137 mole) of 1-(2-chloro-4-pyridyl)ethanone and 0.5 g. of p-toluenesulfonic acid in 40 ml. of ethylene glycol and 300 ml. of toluene was placed in a flask fitted with a Dean-Stark trap and condenser, and was heated at reflux temperature for 16 hours. The mixture was cooled and concentrated in vacuo to give an oil which was purified by distillation under reduced pressure, 23.6 g. (86%), b.p. 65° C. (0.05 torr). Starting materials: ClCC1=CC(=NC(=N1)SC)O (6-(Chloromethyl)-2-methylsulfanyl-pyrimidin-4-ol), [Na+].CS(=O)[O-] (methanesulphinic acid sodium salt), CN(C)C=O (DMF). Run in C(C)#N (acetonitrile). Run at temperature 100 celsius. Product: CSC1=NC(=CC(=N1)O)CS(=O)(=O)C (2-Methylsulfanyl-6-(methylsulfonylmethyl)pyrimidin-4-ol). As a reaction SMILES: Cl[CH2:2][C:3]1[N:8]=[C:7]([S:9][CH3:10])[N:6]=[C:5]([OH:11])[CH:4]=1.[Na+].[CH3:13][S:14]([O-:16])=[O:15].CN(C=O)C>C(#N)C>[CH3:10][S:9][C:7]1[N:6]=[C:5]([OH:11])[CH:4]=[C:3]([CH2:2][S:14]([CH3:13])(=[O:16])=[O:15])[N:8]=1 |f:1.2|. Reported procedure: 6-(Chloromethyl)-2-methylsulfanyl-pyrimidin-4-ol (19.07 g, 100 mmol) was suspended in acetonitrile (400 ml). To this stirring suspension was added methanesulphinic acid sodium salt (12.255 g, 120 mmol) and DMF (100 ml). The reaction was then heated to 100° C. to give a dark suspension and monitored by LCMS. Once complete, the solvents were removed and the resultant product added to 1:1 MeOH:DCM (200 ml) and acidified with acetic acid (10 ml). The resultant precipitate was collected, washed with ... Reactants: CS(C)=O, CCN(C(C)C)C(C)C, O=C(Cl)C(=O)Cl, ClCCl, CC(C)CCn1c(Cn2c(=O)n(C(C)C)c3ccccc32)nc2c(CO)cccc21. The product is CC(C)CCn1c(Cn2c(=O)n(C(C)C)c3ccccc32)nc2c(C=O)cccc21. Reaction SMILES: [CH3:7][S:8]([CH3:9])=[O:10].[CH:41]([N:42]([CH:43]([CH3:44])[CH3:45])[CH2:46][CH3:47])([CH3:48])[CH3:49].[Cl:1][C:2]([C:3]([Cl:4])=[O:5])=[O:6].[Cl:50][CH2:51][Cl:52].[OH:11][CH2:12][c:13]1[cH:14][cH:15][cH:16][c:17]2[n:18]([CH2:36][CH2:37][CH:38]([CH3:39])[CH3:40])[c:19]([CH2:22][n:23]3[c:24](=[O:35])[n:25]([CH:32]([CH3:33])[CH3:34])[c:26]4[c:27]3[cH:28][cH:29][cH:30][cH:31]4)[n:20][c:21]12>>[O:11]=[CH:12][c:13]1[cH:14][cH:15][cH:16][c:17]2[n:18]([CH2:36][CH2:37][CH:38]([CH3:39])[CH3:40])[c:19]([CH2:22][n:23]3[c:24](=[O:35])[n:25]([CH:32]([CH3:33])[CH3:34])[c:26]4[c:27]3[cH:28][cH:29][cH:30][cH:31]4)[n:20][c:21]12. Starting materials: C(C)(=O)NC=1SC(=CN1)Cl (2-acetylamino-5-chlorothiazole), CN1C(=NC=C1)S (1-methyl-2-mercaptoimidazole), C([O-])([O-])=O.[K+].[K+] (potassium carbonate). Run in CN(C=O)C (N,N-dimethylformamide). Reaction conditions: temperature 130 celsius. Product: C(C)(=O)NC=1SC(=CN1)SC=1N(C=CN1)C (2-acetylamino-5-(1-methylimidazol-2-ylthio)thiazole). Isolated yield 91.1%. RXN SMILES: [C:1]([NH:4][C:5]1[S:6][C:7](Cl)=[CH:8][N:9]=1)(=[O:3])[CH3:2].[CH3:11][N:12]1[CH:16]=[CH:15][N:14]=[C:13]1[SH:17].C(=O)([O-])[O-].[K+].[K+]>CN(C)C=O>[C:1]([NH:4][C:5]1[S:6][C:7]([S:17][C:13]2[N:12]([CH3:11])[CH:16]=[CH:15][N:14]=2)=[CH:8][N:9]=1)(=[O:3])[CH3:2] |f:2.3.4|. Reported procedure: A mixture of 2-acetylamino-5-chlorothiazole (5.3 g), 1-methyl-2-mercaptoimidazole (3.6 g) and potassium carbonate (6.2 g) in N,N-dimethylformamide (50 ml) was heated at 130° C. for 5.5 hours with stirring. The reaction mixture was concentrated under reduced pressure and the residue was triturated with water. The precipitates were collected by filtration washed with water and dried in vacuo to give 2-acetylamino-5-(1-methylimidazol-2-ylthio)thiazole (6.95 g, yield: 91.2%). mp: 155°-160° C. (dec.)... The reactants are CC(C)=O, CO, COc1ccc(N)cn1. Yields the product COc1ccc(N=C(C)C)cn1. Reaction SMILES: [CH3:10][C:11]([CH3:12])=[O:13].[CH3:14][OH:15].[NH2:1][c:2]1[cH:3][cH:4][c:5]([O:8][CH3:9])[n:6][cH:7]1>>[N:1]([c:2]1[cH:3][cH:4][c:5]([O:8][CH3:9])[n:6][cH:7]1)=[C:11]([CH3:10])[CH3:12]. Starting materials: C1(CC1)C=1OC=2C(N1)=C(C(=C(C2N2C[C@H](CC2)N(C)C)C=O)C)C#N (2-cyclopropyl-7-[(3S)-3-(dimethylamino)pyrrolidin-1-yl]-6-formyl-5-methyl-1,3-benzoxazole-4-carbonitrile), Cl.C(C)O (hydrochloric acid ethanol). The solvent is C(C)O (ethanol), C(C)OCC (diethyl ether). Conditions: time 3 hour. Product: Cl.C1(CC1)C=1OC=2C(N1)=C(C(=C(C2N2C[C@H](CC2)N(C)C)C=O)C)C#N (2-Cyclopropyl-7-[(3S)-3-(dimethylamino)pyrrolidin-1-yl]-6-formyl-5-methyl-1,3-benzoxazole-4-carbonitrile hydrochloride). Reaction SMILES: [CH:1]1([C:4]2[O:5][C:6]3[C:7](=[C:9]([C:24]#[N:25])[C:10]([CH3:23])=[C:11]([CH:21]=[O:22])[C:12]=3[N:13]3[CH2:17][CH2:16][C@H:15]([N:18]([CH3:20])[CH3:19])[CH2:14]3)[N:8]=2)[CH2:3][CH2:2]1.[ClH:26].C(O)C>C(O)C.C(OCC)C>[ClH:26].[CH:1]1([C:4]2[O:5][C:6]3[C:7](=[C:9]([C:24]#[N:25])[C:10]([CH3:23])=[C:11]([CH:21]=[O:22])[C:12]=3[N:13]3[CH2:17][CH2:16][C@H:15]([N:18]([CH3:20])[CH3:19])[CH2:14]3)[N:8]=2)[CH2:2][CH2:3]1 |f:1.2,5.6|. Procedure details: The above-obtained 2-cyclopropyl-7-[(3S)-3-(dimethylamino)pyrrolidin-1-yl]-6-formyl-5-methyl-1,3-benzoxazole-4-carbonitrile (50 mg, 0.15 mmol) was dissolved in ethanol (0.5 ml) and diethyl ether (1 ml), then at room temperature, 1 mol hydrochloric acid/ethanol solution (162 μl, 0.16 mmol) was added. After stirring under nitrogen atmosphere at the same temperature for 3 hours, the solvent was evaporated away under reduced pressure. Diethyl ether was added to the residue, and this was concentrated...